Dataset: the Open Reaction Database (ORD), a public repository of structured organic reaction records. Task: describe an organic reaction: reactants, conditions, products, and yield As a reaction SMILES: [CH3:19][CH2:20][OH:21].[I:10][CH2:11][CH2:12][CH2:13][CH2:14][CH2:15][CH2:16][CH3:17].[NH2:1][c:2]1[s:3][c:4]([SH:7])[n:5][n:6]1.[Na+:9].[OH-:8].[OH2:18]>>[NH2:1][c:2]1[s:3][c:4]([S:7][CH2:11][CH2:12][CH2:13][CH2:14][CH2:15][CH2:16][CH3:17])[n:5][n:6]1. Yields the product CCCCCCCSc1nnc(N)s1. Reactants: CCO, CCCCCCCI, Nc1nnc(S)s1, [Na+], [OH-], O.